Dataset: the Open Reaction Database (ORD), a public repository of structured organic reaction records. Task: describe an organic reaction: reactants, conditions, products, and yield The reactants are CC1=NC=C(C(=O)C=C(C)NCC(COC2=CC=C(C=C2)OCCOCCC)O)C=C1 (1-(2-[6-methyl-nicotinoyl]-1-methyl-vinylamino)-3-(p-[2-n-propoxy-ethoxy]-phenoxy)-propan-2-ol), C1CO1 (ethylene oxide), C1(O)=CC=C(O)C=C1.C(C1=CC=CC=C1)OCC1=CC=CC=C1 (hydroquinone monobenzylether), potassium tertiary butylate. Yields the product C(CO)O.C(C1=CC=CC=C1)OC1=CC=C(C=C1)OC1=CC=C(C=C1)OCC1=CC=CC=C1 (ethyleneglycol mono-(4-benzyloxy-phenyl)-ether). As a reaction SMILES: CC1C=CC(C(C=C(N[CH2:12][CH:13]([OH:29])[CH2:14][O:15][C:16]2[CH:21]=[CH:20][C:19]([O:22]CCOCCC)=[CH:18][CH:17]=2)C)=O)=CN=1.[C:32]1([CH:39]=CC(O)=[CH:35][CH:34]=1)O.[CH2:40]([O:47][CH2:48][C:49]1[CH:54]=[CH:53][CH:52]=[CH:51]C=1)[C:41]1[CH:46]=[CH:45][CH:44]=[CH:43][CH:42]=1.C1OC1>>[CH2:13]([OH:29])[CH2:14][OH:15].[CH2:14]([O:15][C:16]1[CH:17]=[CH:18][C:19]([O:22][C:53]2[CH:54]=[CH:49][C:48]([O:47][CH2:40][C:41]3[CH:42]=[CH:43][CH:44]=[CH:45][CH:46]=3)=[CH:51][CH:52]=2)=[CH:20][CH:21]=1)[C:13]1[CH:12]=[CH:35][CH:34]=[CH:32][CH:39]=1 |f:1.2,4.5|. Reported procedure: The 1-(2-[6-methyl-nicotinoyl]-1-methyl-vinylamino)-3-(p-[2-n-propoxy-ethoxy]-phenoxy)-propan-2-ol of the formula ##STR146## required as reactant can be prepared as follows: a. 450.0 g. of hydroquinone-monobenzylether and 20.0 g. of potassium tertiary butylate are heated to 105° C. in an autoclave holding 700 ml. 19.4 g. of ethylene oxide each are pressed, while stirring, into the autoclave five times at half-hour's intervals. After a further one-hour stirring at 105° C. the reaction is complete... Starting materials: ClN1C(C=2C(C1=O)=CC=CC2)=O (N-chlorophthalimide), ClN1C(C=2C(C1=O)=CC=CC2)=O (N-chlorophthalimide), ClN1C(C=2C(C1=O)=CC=CC2)=O (N-chlorophthalimide), stainless steel, ClN1C(C=2C(C1=O)=CC=CC2)=O (N-chlorophthalimide), C1C(C)O1 (propylene oxide), O(C1=CC=CC=C1)CC(=O)NC1[C@@H]2N(C(C(S2=O)(C)C)C(=O)OCC2=CC=C(C=C2)[N+](=O)[O-])C1=O (p-nitrobenzyl 6-phenoxyacetamido-2,2-dimethylpenam-3-carboxylate-1-oxide), C1C(C)O1 (propylene oxide), C1C(C)O1 (propylene oxide). Run in C1(=CC=CC=C1)C (toluene), C1(=CC=CC=C1)C (toluene). Reaction conditions: temperature 61 celsius, time 8 hour. Yields the product O(C1=CC=CC=C1)CC(=O)NC1[C@@H]2N(C(C(CS2=O)=C)C(=O)OCC2=CC=C(C=C2)[N+](=O)[O-])C1=O (p-Nitrobenzyl 7-Phenoxyacetamido-3-methylenecepham-4-carboxylate-1-oxide). Isolated yield 23.7%. Reaction SMILES: [O:1]([CH2:8][C:9]([NH:11][CH:12]1[C:34](=[O:35])[N:14]2[CH:15]([C:21]([O:23][CH2:24][C:25]3[CH:30]=[CH:29][C:28]([N+:31]([O-:33])=[O:32])=[CH:27][CH:26]=3)=[O:22])[C:16]([CH3:20])([CH3:19])[S:17](=[O:18])[C@H:13]12)=[O:10])[C:2]1[CH:7]=[CH:6][CH:5]=[CH:4][CH:3]=1.C1OC1C.ClN1C(=O)C2=CC=CC=C2C1=O>C1(C)C=CC=CC=1>[O:1]([CH2:8][C:9]([NH:11][CH:12]1[C:34](=[O:35])[N:14]2[CH:15]([C:21]([O:23][CH2:24][C:25]3[CH:30]=[CH:29][C:28]([N+:31]([O-:33])=[O:32])=[CH:27][CH:26]=3)=[O:22])[C:16](=[CH2:19])[CH2:20][S:17](=[O:18])[C@H:13]12)=[O:10])[C:2]1[CH:3]=[CH:4][CH:5]=[CH:6][CH:7]=1. Reported procedure: To a thirty gallon stainless steel still were added 76 liters of toluene. The toluene was dried by distillative removal of about 19 liters of material. An additional 14 liters of toluene were removed leaving about 43 liters in the still. The toluene, under nitrogen, then was cooled to about 70° C., and 1.75 kg. of p-nitrobenzyl 6-phenoxyacetamido-2,2-dimethylpenam-3-carboxylate-1-oxide were added. Heat was added, and, when the temperature of the mixture reached about 85° C., 1,400 ml. of propyle... Starting materials: C1CCOC1, COc1ccc(-c2cccc3cn(C)nc23)c(C)c1, [Li]CCCC, COCCC(=O)COC, CCOC(C)=O. Product: COCCC(O)(COC)c1c2cccc(-c3ccc(OC)cc3C)c2nn1C. Reaction SMILES: [CH2:34]1[O:35][CH2:36][CH2:37][CH2:38]1.[CH3:1][O:2][c:3]1[cH:4][c:5]([CH3:19])[c:6](-[c:9]2[cH:10][cH:11][cH:12][c:13]3[cH:14][n:15]([CH3:18])[n:16][c:17]23)[cH:7][cH:8]1.[CH3:20][CH2:21][CH2:22][CH2:23][Li:24].[CH3:25][O:26][CH2:27][C:28]([CH2:29][CH2:30][O:31][CH3:32])=[O:33].[CH3:39][CH2:40][O:41][C:42]([CH3:43])=[O:44]>>[CH3:1][O:2][c:3]1[cH:4][c:5]([CH3:19])[c:6](-[c:9]2[cH:10][cH:11][cH:12][c:13]3[c:14]([C:28]([CH2:27][O:26][CH3:25])([CH2:29][CH2:30][O:31][CH3:32])[OH:33])[n:15]([CH3:18])[n:16][c:17]23)[cH:7][cH:8]1. Reactants: COC=1C=C(C(=O)N(C)OC)C=C(C1)C(F)(F)F (3,N-Dimethoxy-N-methyl-5-trifluoromethylbenzamide), C[Mg]Br (methylmagnesium bromide). Solvent: C1CCOC1 (THF). Reaction conditions: temperature 0 celsius, time 2 hour. Yields the product COC=1C=C(C=C(C1)C(F)(F)F)C(C)=O (1-(3-Methoxy-5-trifluoromethylphenyl)ethanone). As a reaction SMILES: [CH3:1][O:2][C:3]1[CH:4]=[C:5]([CH:12]=[C:13]([C:15]([F:18])([F:17])[F:16])[CH:14]=1)[C:6](N(OC)C)=[O:7].[CH3:19][Mg]Br>C1COCC1>[CH3:1][O:2][C:3]1[CH:4]=[C:5]([C:6](=[O:7])[CH3:19])[CH:12]=[C:13]([C:15]([F:16])([F:17])[F:18])[CH:14]=1. Procedure details: 3,N-Dimethoxy-N-methyl-5-trifluoromethylbenzamide (O3.014, 460 mg) was initially charged in THF (15 ml) under at RT Ar dissolved. Thereafter, the mixture was cooled to 0° C., and methylmagnesium bromide (1.5 ml; 3 M in diethyl ether) was added dropwise. Subsequently, the ice bath was removed and the mixture was stirred at RT for 2 h. Then the mixture was admixed with 1 N hydrochloric acid while cooling with ice, diluted with water and extracted three times with EA. The combined EA phases were dr...